Task: describe an organic reaction: reactants, conditions, products, and yield. Dataset: the Open Reaction Database (ORD), a public repository of structured organic reaction records Starting materials: S1C(=NC2=C1C=CC=C2)NC(=O)C=2C=CC=C1CCN(CC21)C=2SC(=C(N2)C(=O)O)C2=CC=C(C=C2)CO (2-(8-(benzo[d]thiazol-2-ylcarbamoyl)-3,4-dihydroisoquinolin-2(1H)-yl)-5-(4-(hydroxymethyl)phenyl)thiazole-4-carboxylic acid), NC1=C(C(=NN1C(=O)OC(C)(C)C)C1=CC=C(OCC#CC2=C(N=C(S2)N2CC3=C(C=CC=C3CC2)C(N(C(=O)OC(C)(C)C)C=2SC3=C(N2)C=CC=C3)=O)C(=O)OCC)C=C1)C#N (ethyl 5-(3-(4-(5-amino-1-(tert-butoxycarbonyl)-4-cyano-1H-pyrazol-3-yl)phenoxy)prop-1-ynyl)-2-(8-(benzo[d]thiazol-2-yl(tert-butoxycarbonyl)carbamoyl)-3,4-dihydroisoquinolin-2(1H)-yl)thiazole-4-carboxylate). Yields the product NC1=C(C(=NN1)C1=CC=C(OCC#CC2=C(N=C(S2)N2CC3=C(C=CC=C3CC2)C(NC=2SC3=C(N2)C=CC=C3)=O)C(=O)O)C=C1)C#N (5-(3-(4-(5-amino-4-cyano-1H-pyrazol-3-yl)phenoxy)prop-1-ynyl)-2-(8-(benzo[d]thiazol-2-ylcarbamoyl)-3,4-dihydroisoquinolin-2(1H)-yl)thiazole-4-carboxylic acid). RXN SMILES: S1C2C=CC=CC=2N=C1NC(C1C=CC=C2C=1CN(C1SC(C3C=CC(CO)=CC=3)=C(C(O)=O)N=1)CC2)=O.[NH2:39][C:40]1[N:44](C(OC(C)(C)C)=O)[N:43]=[C:42]([C:52]2[CH:100]=[CH:99][C:55]([O:56][CH2:57][C:58]#[C:59][C:60]3[S:64][C:63]([N:65]4[CH2:74][CH2:73][C:72]5[C:67](=[C:68]([C:75](=[O:93])[N:76]([C:84]6[S:85][C:86]7[CH:92]=[CH:91][CH:90]=[CH:89][C:87]=7[N:88]=6)C(OC(C)(C)C)=O)[CH:69]=[CH:70][CH:71]=5)[CH2:66]4)=[N:62][C:61]=3[C:94]([O:96]CC)=[O:95])=[CH:54][CH:53]=2)[C:41]=1[C:101]#[N:102]>>[NH2:39][C:40]1[NH:44][N:43]=[C:42]([C:52]2[CH:53]=[CH:54][C:55]([O:56][CH2:57][C:58]#[C:59][C:60]3[S:64][C:63]([N:65]4[CH2:74][CH2:73][C:72]5[C:67](=[C:68]([C:75](=[O:93])[NH:76][C:84]6[S:85][C:86]7[CH:92]=[CH:91][CH:90]=[CH:89][C:87]=7[N:88]=6)[CH:69]=[CH:70][CH:71]=5)[CH2:66]4)=[N:62][C:61]=3[C:94]([OH:96])=[O:95])=[CH:99][CH:100]=2)[C:41]=1[C:101]#[N:102]. Procedure details: The title compound 40 was prepared in a similar manner to the synthesis of compound 34 by substituting compound 34D with compound 40A: 1H NMR (DMSO-d6): δ 8.03 (d, J=7.98 Hz, 1H), 7.60-7.80 (m, 5H), 7.34-7.50 (m, 6H), 7.32-7.49 (m, 6H), 7.12 (d, J=8.9 Hz, 2H), 5.10 (s, 2H), 4.91 (s, 2H), 3.73-3.75 (m, 2H), 3.05-3.07 (m, 2H). MS (ESI(+)): m/z 673 (M+H). The reactants are O (water), BrC1=CC=C(C=C1)OC(F)(F)F (1-bromo-4-(trifluoromethoxy)benzene), COC1=CC=C(C=C1)B1OC(C(O1)(C)C)(C)C (2-(4-methoxyphenyl)-4,4,5,5-tetramethyl-1,3,2-dioxaborolane), C([O-])([O-])=O.[K+].[K+] (potassium carbonate), O (water). Reagents/catalysts: C1=CC=C(C=C1)P(C2=CC=CC=C2)[C]3[CH][CH][CH][CH]3.C1=CC=C(C=C1)P(C2=CC=CC=C2)[C]3[CH][CH][CH][CH]3.Cl[Pd]Cl.[Fe] ([1,1-bis(diphenylphosphino)ferrocene]dichloropalladium (II)). Run in O1CCCC1 (tetrahydrofuran), O1CCCC1 (tetrahydrofuran). Product: COC1=CC=C(C=C1)C1=CC=C(C=C1)OC(F)(F)F (4-Methoxy-4′-(trifluoromethoxy)-1,1′-biphenyl). Isolated yield 193.9%. RXN SMILES: Br[C:2]1[CH:7]=[CH:6][C:5]([O:8][C:9]([F:12])([F:11])[F:10])=[CH:4][CH:3]=1.[CH3:13][O:14][C:15]1[CH:20]=[CH:19][C:18](B2OC(C)(C)C(C)(C)O2)=[CH:17][CH:16]=1.C(=O)([O-])[O-].[K+].[K+].O>O1CCCC1.C1C=CC(P([C]2[CH][CH][CH][CH]2)C2C=CC=CC=2)=CC=1.C1C=CC(P([C]2[CH][CH][CH][CH]2)C2C=CC=CC=2)=CC=1.Cl[Pd]Cl.[Fe]>[CH3:13][O:14][C:15]1[CH:20]=[CH:19][C:18]([C:2]2[CH:7]=[CH:6][C:5]([O:8][C:9]([F:12])([F:11])[F:10])=[CH:4][CH:3]=2)=[CH:17][CH:16]=1 |f:2.3.4,7.8.9.10,^1:46,47,48,49,50,64,65,66,67,68|. Procedure details: To a solution of 1-bromo-4-(trifluoromethoxy)benzene (0.90 g, 3.7 mmol) in tetrahydrofuran (20 ml) was added a solution of 2-(4-methoxyphenyl)-4,4,5,5-tetramethyl-1,3,2-dioxaborolane (0.36 g, 1.54 mmol) in tetrahydrofuran (10 ml), potassium carbonate (0.42 g, 3.0 mmol), [1,1-bis(diphenylphosphino)ferrocene]dichloropalladium (II) (40 mg, 0.077 mmol) and water (0.20 ml) and the mixture refluxed under nitrogen for 19 h. The reaction mixture was tipped into water (150 ml) and extracted with ether (2... Procedure: 3-Bromoaniline is coupled with 4-chloro-7-fluoro-6-nitroquinazoline, to produce 4-[(3-bromophenyl)amino]-7-fluoro-6-nitroquinazoline, which is reacted thereafter with the sodium salt of 3-(4-morpholinyl)-1-propanol, as described hereinabove, to produce 4-[(3-bromophenyl)amino]-7-[3-(4-morpholinyl)propoxy]-6-nitroquinazoline. The morpholino-substituted 6-nitroquinazoline is then reduced to the corresponding 6-aminoquinazoline, which is further reacted with bistributyltin, bromine-76 or bromine-77... As a reaction SMILES: [Br:1][C:2]1[CH:3]=[C:4]([CH:6]=[CH:7][CH:8]=1)[NH2:5].Cl[C:10]1[C:19]2[C:14](=[CH:15][C:16]([F:23])=[C:17]([N+:20]([O-:22])=[O:21])[CH:18]=2)[N:13]=[CH:12][N:11]=1>>[Br:1][C:2]1[CH:3]=[C:4]([NH:5][C:10]2[C:19]3[C:14](=[CH:15][C:16]([F:23])=[C:17]([N+:20]([O-:22])=[O:21])[CH:18]=3)[N:13]=[CH:12][N:11]=2)[CH:6]=[CH:7][CH:8]=1. Product: BrC=1C=C(C=CC1)NC1=NC=NC2=CC(=C(C=C12)[N+](=O)[O-])F (4-[(3-bromophenyl)amino]-7-fluoro-6-nitroquinazoline). The reactants are BrC=1C=C(N)C=CC1 (3-Bromoaniline), ClC1=NC=NC2=CC(=C(C=C12)[N+](=O)[O-])F (4-chloro-7-fluoro-6-nitroquinazoline). The reactants are BrCCCC#N (4-bromobutyronitrile), OC1=CC=C(C=C1)CC#N ((4-hydroxyphenyl)acetonitrile), C([O-])([O-])=O.[K+].[K+] (potassium carbonate). Solvent: CN(C)C=O (DMF). Run at temperature 80 celsius, time 20 hour. Product: C(#N)CC1=CC=C(OCCCC#N)C=C1 (4-[4-(cyanomethyl)phenoxy]butanenitrile). The yield is 26.6%. As a reaction SMILES: Br[CH2:2][CH2:3][CH2:4][C:5]#[N:6].[OH:7][C:8]1[CH:13]=[CH:12][C:11]([CH2:14][C:15]#[N:16])=[CH:10][CH:9]=1.C(=O)([O-])[O-].[K+].[K+]>CN(C=O)C>[C:15]([CH2:14][C:11]1[CH:12]=[CH:13][C:8]([O:7][CH2:2][CH2:3][CH2:4][C:5]#[N:6])=[CH:9][CH:10]=1)#[N:16] |f:2.3.4|. Reported procedure: 12.2 g (82.6 mmol) of 4-bromobutyronitrile, 10 g (95.1 mmol) of (4-hydroxyphenyl)acetonitrile and 31.1 g (225 mmol) of potassium carbonate are dissolved in 100 mL of DMF. The mixture is heated to 80° C. overnight. After 20 hours, the reaction mixture is partitioned between EtOAc and water. The organic phase is washed repeatedly with brine, dried over sodium sulphate, filtered and concentrated by rotary evaporation. Purification by column chromatography on silica gel using ethylacetate:hexane 1:1... Reactants: FB(F)F, O=C([O-])O, CCc1nn2ccc3c(c2c1CO)CCO3, CCOCC, C[Si](C)(C)C#N, ClCCl, [Na+]. Product: CCc1nn2ccc3c(c2c1CC#N)CCO3. As a reaction SMILES: [B:6]([F:7])([F:8])[F:9].[C:35](=[O:36])([O-:37])[OH:38].[CH2:16]([CH3:17])[c:18]1[n:19][n:20]2[c:21]([c:22]3[c:23]([cH:24][cH:25]2)[O:26][CH2:27][CH2:28]3)[c:29]1[CH2:30][OH:31].[CH2:1]([O:2][CH2:3][CH3:4])[CH3:5].[CH3:10][Si:11]([CH3:12])([CH3:13])[C:14]#[N:15].[Cl:32][CH2:33][Cl:34].[Na+:39]>>[C:14](#[N:15])[CH2:30][c:29]1[c:18]([CH2:16][CH3:17])[n:19][n:20]2[c:21]1[c:22]1[c:23]([cH:24][cH:25]2)[O:26][CH2:27][CH2:28]1. Reactants: [H-].C(C(C)C)[Al+]CC(C)C (diisobutylaluminum hydride), C1(=CC=CC=C1)C(CC(=O)OCC)C1=CC=CC=C1 (ethyl 3,3-diphenyl-1-propanate), CO (methanol), O (water). The solvent is C1(=CC=CC=C1)C (toluene), ClCCl (dichloromethane). Run at time 12 hour. Yields the product crude product, C1(=CC=CC=C1)C(CCO)C1=CC=CC=C1 (3,3-diphenyl-1-propanol). Yield: 100.2%. Reaction SMILES: [H-].C([Al+]CC(C)C)C(C)C.[C:11]1([CH:17]([C:24]2[CH:29]=[CH:28][CH:27]=[CH:26][CH:25]=2)[CH2:18][C:19](OCC)=[O:20])[CH:16]=[CH:15][CH:14]=[CH:13][CH:12]=1.CO.O>C1(C)C=CC=CC=1.ClCCl>[C:24]1([CH:17]([C:11]2[CH:12]=[CH:13][CH:14]=[CH:15][CH:16]=2)[CH2:18][CH2:19][OH:20])[CH:25]=[CH:26][CH:27]=[CH:28][CH:29]=1 |f:0.1|. Reported procedure: To a 30 L reaction kettle was slowly added a solution of diisobutylaluminum hydride in toluene (15 L, 1 mol/L) at −20° C. After stirring, to the resulting mixture was slowly added a solution of ethyl 3,3-diphenyl-1-propanate (1200 g, 4.7 mol) in dichloromethane dropwisely. After the completion of dropwise addition, the reaction was conducted at 25° C. for 12 hours. After the completion of reaction monitored by TLC, the reaction solution was divided into three parts. 200 mL methanol and 1000 mL w...